From a dataset of the Open Reaction Database (ORD), a public repository of structured organic reaction records. describe an organic reaction: reactants, conditions, products, and yield The reactants are C(C)(C)(C)C=1N(C2=C(C(=C(C=C2C1)Br)Cl)C=O)C(=O)O (tert-butyl 5-bromo-6-chloro-7-formyl 1H-indole-1-carboxylic acid), P(=O)(O)(O)[O-].[Na+] (sodium dihydrogen phosphate), CC(C)=CC (2-methyl-2-butene), Cl(=O)[O-].[Na+] (sodium chlorite). Solvent: O1CCOCC1 (1,4-dioxane), O (water). Run at time 5 hour. Yields the product BrC=1C=C2C=CN(C2=C(C1Cl)C(=O)O)C(=O)OC(C)(C)C (5-bromo-1-(tert-butoxycarbonyl)-6-chloro-1H-indole-7-carboxylic acid). The yield is 102.3%. RXN SMILES: C([C:5]1[N:6]([C:18]([OH:20])=[O:19])[C:7]2[C:12]([CH:13]=1)=[CH:11][C:10]([Br:14])=[C:9]([Cl:15])[C:8]=2[CH:16]=[O:17])(C)(C)C.P([O-])(O)(O)=O.[Na+].[CH3:27][C:28](=[CH:30]C)[CH3:29].Cl([O-])=[O:33].[Na+]>O1CCOCC1.O>[Br:14][C:10]1[CH:11]=[C:12]2[C:7](=[C:8]([C:16]([OH:17])=[O:33])[C:9]=1[Cl:15])[N:6]([C:18]([O:20][C:28]([CH3:30])([CH3:29])[CH3:27])=[O:19])[CH:5]=[CH:13]2 |f:1.2,4.5|. Procedure: To a mixture of tert-butyl 5-bromo-6-chloro-7-formyl 1H-indole-1-carboxylic acid (2.9 g), sodium dihydrogen phosphate (2.0 g), 2-methyl-2-butene (2.6 g), water (10 mL), and 1,4-dioxane (30 mL) was added sodium chlorite (1.8 g) under ice-cooling. The reaction mixture was stirred under ice-cooling for 1 hour, and then at room temperature for 5 hours. The reaction mixture was concentrated under reduced pressure, and ethyl acetate and water were added thereto, and a liquid-separation operation was c... The reactants are ClC1=CC=C(C=C1)N1N=CC(=C1C)C(=O)O (1-(4-chlorophenyl)-5-methylpyrazole-4-carboxylic acid), NC=1C=CC(=C(C#N)C1)N1CCN(CC1)CCOCCO (5-amino-2-{4-[2-(2-hydroxyethoxy)ethyl]piperazin-1-yl}benzonitrile). Yields the product ClC1=CC=C(C=C1)N1N=CC(=C1C)C(=O)NC1=CC(=C(C=C1)N1CCN(CC1)CCOCCO)C#N (1-(4-Chlorophenyl)-N-(3-cyano-4-{4-[2-(2-hydroxyethoxy) ethyl]piperazin-1-yl}phenyl)-5-methylpyrazole-4-carboxamide). Isolated yield 65.1%. RXN SMILES: [Cl:1][C:2]1[CH:7]=[CH:6][C:5]([N:8]2[C:12]([CH3:13])=[C:11]([C:14]([OH:16])=O)[CH:10]=[N:9]2)=[CH:4][CH:3]=1.[NH2:17][C:18]1[CH:19]=[CH:20][C:21]([N:26]2[CH2:31][CH2:30][N:29]([CH2:32][CH2:33][O:34][CH2:35][CH2:36][OH:37])[CH2:28][CH2:27]2)=[C:22]([CH:25]=1)[C:23]#[N:24]>>[Cl:1][C:2]1[CH:3]=[CH:4][C:5]([N:8]2[C:12]([CH3:13])=[C:11]([C:14]([NH:17][C:18]3[CH:19]=[CH:20][C:21]([N:26]4[CH2:31][CH2:30][N:29]([CH2:32][CH2:33][O:34][CH2:35][CH2:36][OH:37])[CH2:28][CH2:27]4)=[C:22]([C:23]#[N:24])[CH:25]=3)=[O:16])[CH:10]=[N:9]2)=[CH:6][CH:7]=1. Reported procedure: By the reaction and treatment in the same manner as in Example 64 using 1-(4-chlorophenyl)-5-methylpyrazole-4-carboxylic acid (2 g) and 5-amino-2-{4-[2-(2-hydroxyethoxy)ethyl]piperazin-1-yl}benzonitrile (4.2 g), the title compound (2.8 g) was obtained, melting point: 196° C. Starting materials: BrC1=CC=CC(=N1)C(=O)O (6-Bromopyridine-2-carboxylic acid), C=1(C(=CC=CC1)N)N (benzene-1,2-diamine), ice water. Solvent: polyphosphoric acid. Reaction conditions: temperature 220 celsius. The product is BrC1=CC=CC(=N1)C1=NC2=C(N1)C=CC=C2 (2-(6-Bromopyridin-2-yl)-1H-benzimidazole). Isolated yield 65.0%. RXN SMILES: [Br:1][C:2]1[N:7]=[C:6]([C:8](O)=O)[CH:5]=[CH:4][CH:3]=1.[C:11]1([NH2:18])[C:12]([NH2:17])=[CH:13][CH:14]=[CH:15][CH:16]=1>>[Br:1][C:2]1[N:7]=[C:6]([C:8]2[NH:18][C:11]3[CH:16]=[CH:15][CH:14]=[CH:13][C:12]=3[N:17]=2)[CH:5]=[CH:4][CH:3]=1. Procedure: The mixture of 6-Bromopyridine-2-carboxylic acid (2.01 g, 10 mmol) and benzene-1,2-diamine (1.08, 10 mmol) in polyphosphoric acid was heated at 220° C. for 4 h. The solution was poured into ice-water, and the formed precipitate was collected by filtration and further washed with NaHCO3 and water. After recrystallization in ethanol, the desired product was obtained in yield of 65% (1.76 g). 1H NMR (400 MHz, CDCl3, ppm): 8.31 (d, 2H, J=7.2 Hz), 8.03 (t, 1H, J=7.6 Hz), 7.63 (m, 2H), 7.24 (s, 2H). 1... Reactants: CC(C)(C)[Si](C)(C)OCc1cccc2cccc(CO)c12, CC(C)(C)OO, C=CCOP(OCC=C)N(C(C)C)C(C)C, c1nnn[nH]1. Product: C=CCOP(=O)(OCC=C)OCc1cccc2cccc(CO[Si](C)(C)C(C)(C)C)c12. Reaction SMILES: [C:1]([CH3:2])([CH3:3])([CH3:4])[Si:5]([O:6][CH2:7][c:8]1[cH:9][cH:10][cH:11][c:12]2[cH:13][cH:14][cH:15][c:16]([CH2:18][OH:19])[c:17]12)([CH3:20])[CH3:21].[C:43]([CH3:45])([CH3:46])([O:47][OH:44])[CH3:48].[CH2:27]([CH:28]=[CH2:29])[O:30][P:31]([N:32]([CH:33]([CH3:34])[CH3:35])[CH:36]([CH3:37])[CH3:38])[O:39][CH2:40][CH:41]=[CH2:42].[nH:22]1[cH:23][n:24][n:25][n:26]1>>[C:1]([CH3:2])([CH3:3])([CH3:4])[Si:5]([O:6][CH2:7][c:8]1[cH:9][cH:10][cH:11][c:12]2[cH:13][cH:14][cH:15][c:16]([CH2:18][O:19][P:31]([O:30][CH2:27][CH:28]=[CH2:29])([O:39][CH2:40][CH:41]=[CH2:42])=[O:47])[c:17]12)([CH3:20])[CH3:21].